Dataset: the Open Reaction Database (ORD), a public repository of structured organic reaction records. Task: describe an organic reaction: reactants, conditions, products, and yield The reactants are c1ccc2c(c1)OCO2, COCCCCCC(=O)O, O=C(OC(=O)C(Cl)Cl)C(Cl)Cl, CC(Cl)Cl. The product is COCCCCCC(=O)c1ccc2c(c1)OCO2. RXN SMILES: [CH2:22]1[O:23][c:24]2[c:25]([cH:26][cH:27][cH:28][cH:29]2)[O:30]1.[CH3:1][O:2][CH2:3][CH2:4][CH2:5][CH2:6][CH2:7][C:8](=[O:9])[OH:10].[Cl:11][CH:12]([Cl:13])[C:14]([O:15][C:16](=[O:17])[CH:18]([Cl:19])[Cl:20])=[O:21].[Cl:31][CH:32]([Cl:33])[CH3:34]>>[CH3:1][O:2][CH2:3][CH2:4][CH2:5][CH2:6][CH2:7][C:8](=[O:9])[c:27]1[cH:26][c:25]2[c:24]([cH:29][cH:28]1)[O:23][CH2:22][O:30]2.